This data is from the Open Reaction Database (ORD), a public repository of structured organic reaction records. The task is: describe an organic reaction: reactants, conditions, products, and yield Isolated yield 96.4%. Reactants: C([O-])([O-])=O.[K+].[K+] (potassium carbonate), CI (methyl iodide), C(C1=CC=CC=C1)N1N=C(C=2C1=NC=C(N2)C(=O)O)C2=CC1=CC=CC=C1C=C2 (1-benzyl-3-(naphthalen-2-yl)-1H-pyrazolo[3,4-b]pyrazine-5-carboxylic acid). Reaction SMILES: [CH2:1]([N:8]1[C:12]2=[N:13][CH:14]=[C:15]([C:17]([OH:19])=[O:18])[N:16]=[C:11]2[C:10]([C:20]2[CH:29]=[CH:28][C:27]3[C:22](=[CH:23][CH:24]=[CH:25][CH:26]=3)[CH:21]=2)=[N:9]1)[C:2]1[CH:7]=[CH:6][CH:5]=[CH:4][CH:3]=1.[C:30](=O)([O-])[O-].[K+].[K+].CI>CN(C)C=O>[CH3:30][O:18][C:17]([C:15]1[N:16]=[C:11]2[C:10]([C:20]3[CH:29]=[CH:28][C:27]4[C:22](=[CH:23][CH:24]=[CH:25][CH:26]=4)[CH:21]=3)=[N:9][N:8]([CH2:1][C:2]3[CH:3]=[CH:4][CH:5]=[CH:6][CH:7]=3)[C:12]2=[N:13][CH:14]=1)=[O:19] |f:1.2.3|. Run at time 3 hour. Procedure details: 20 mg of 1-benzyl-3-(naphthalen-2-yl)-1H-pyrazolo[3,4-b]pyrazine-5-carboxylic acid was dissolved in 5 mL of N,N-dimethylformamide, added with 10 mg of potassium carbonate and 20 μl methyl iodide, and stirred at room temperature for 3 hours. The reaction solution was partitioned between water and ethyl acetate, and the organic layer was extracted and washed with water. The organic layer was dried over magnesium sulfate, the solvent was evaporated, and the residue was purified by silica gel column... Run in CN(C=O)C (N,N-dimethylformamide). Yields the product COC(=O)C=1N=C2C(=NC1)N(N=C2C2=CC1=CC=CC=C1C=C2)CC2=CC=CC=C2 (1-Benzyl-3-(naphthalen-2-yl)-1H-pyrazolo[3,4-b]pyrazine-5-carboxylic acid methyl ester). RXN SMILES: [CH3:1][C@H:2]1[CH2:7][C@@H:6]([OH:8])[C@H:5]([CH:9]([CH3:11])[CH3:10])[CH2:4][CH2:3]1.C1(C)CCC(C(C)C)C(OCCOCCO)C1>>[CH:2]1([CH3:1])[CH2:3][CH2:4][CH:5]([CH:9]([CH3:10])[CH3:11])[CH:6]([OH:8])[CH2:7]1. The solvent is aqueous solutions. Procedure: Mixtures of l-menthol and 2-(2-l-menthyloxyethyl) ethanol obtained in Example 1 at 7:3 and 9:1 (ratio by mass) were prepared. 1,000 ml of aqueous solutions containing each obtained mixture in a concentration of 20 ppm were prepared and subjected to the oral evaluation. For comparison, a 20 ppm aqueous solution of l-menthol alone was also subjected to the oral evaluation. Product: C1(CC(C(CC1)C(C)C)O)C (Menthol). The reactants are C[C@@H]1CC[C@H]([C@@H](C1)O)C(C)C (l-menthol), C1(CC(C(CC1)C(C)C)OCCOCCO)C (diethylene glycol monomenthyl ether), C[C@@H]1CC[C@H]([C@@H](C1)O)C(C)C (l-menthol). Reactants: ClC=1N=NC(=CC1)C1=CC(=C(C=C1)OC)OC(C)C (3-chloro-6-[4-methoxy-3-(1-methylethoxy)phenyl]pyridazine), O.NN (hydrazine hydrate). Solvent: ice water, C(CCC)O (butanol). Yields the product N(N)C=1N=NC(=CC1)C1=CC(=C(C=C1)OC)OC(C)C (3-hydrazino-6-[4-methoxy-3-(1-methylethoxy)phenyl]pyridazine). Yield: 76.6%. RXN SMILES: Cl[C:2]1[N:3]=[N:4][C:5]([C:8]2[CH:13]=[CH:12][C:11]([O:14][CH3:15])=[C:10]([O:16][CH:17]([CH3:19])[CH3:18])[CH:9]=2)=[CH:6][CH:7]=1.O.[NH2:21][NH2:22]>C(O)CCC>[NH:21]([C:2]1[N:3]=[N:4][C:5]([C:8]2[CH:13]=[CH:12][C:11]([O:14][CH3:15])=[C:10]([O:16][CH:17]([CH3:19])[CH3:18])[CH:9]=2)=[CH:6][CH:7]=1)[NH2:22] |f:1.2|. Procedure: 25 g (90 mmol) of 3-chloro-6-[4-methoxy-3-(1-methylethoxy)phenyl]pyridazine are boiled under reflux with 22.5 g (0.45 mol) of hydrazine hydrate in 200 ml of butanol for 12 hours. The reaction mixture is subsequently diluted to three to four times the volume with ice-water, and the precipitate is filtered off and recrystallized from isopropanol/cyclohexane. 18.9 g (76.8%) of 3-hydrazino-6-[4-methoxy-3-(1-methylethoxy)phenyl]pyridazine of m.p. 116° C. are obtained. Starting materials: ClC=1C=CC(=C(NC2=CC=CC=C2)C1)[N+](=O)[O-] (5-chloro-2-nitro-N-phenylaniline), C(C)(=O)N1CCNCC1 (N-acetylpiperazine), O (water). Solvent: CS(=O)C (dimethyl sulfoxide). Conditions: temperature 90 celsius, time 3 hour. Yields the product [N+](=O)([O-])C1=C(C=C(C=C1)N1CCN(CC1)C(C)=O)NC1=CC=CC=C1 (1-(4-(4-nitro-3-(phenylamino)phenyl)piperazin-1-yl)ethanone). RXN SMILES: Cl[C:2]1[CH:3]=[CH:4][C:5]([N+:15]([O-:17])=[O:16])=[C:6]([CH:14]=1)[NH:7][C:8]1[CH:13]=[CH:12][CH:11]=[CH:10][CH:9]=1.[C:18]([N:21]1[CH2:26][CH2:25][NH:24][CH2:23][CH2:22]1)(=[O:20])[CH3:19].O>CS(C)=O>[N+:15]([C:5]1[CH:4]=[CH:3][C:2]([N:24]2[CH2:25][CH2:26][N:21]([C:18](=[O:20])[CH3:19])[CH2:22][CH2:23]2)=[CH:14][C:6]=1[NH:7][C:8]1[CH:13]=[CH:12][CH:11]=[CH:10][CH:9]=1)([O-:17])=[O:16]. Procedure: The compound (300 mg) prepared in Step 1 and N-acetylpiperazine (300 mg) were dissolved in dimethyl sulfoxide (3 mL), and stirred at 90° C. for 3 hours. The mixture was added with water, and extracted with ethyl acetate. The thus obtained organic layer was washed with saturated brine, the water was removed with sodium sulfate, and the solvent was removed by distillation under reduced pressure. Then, the compound was added with ethyl ether to form a solid, and the solid was filtered to obtain a t... Starting materials: CCOc1ccc(CCBr)cc1, Cc1ccc2[nH]c3c(c2c1)CN(C)CC3, [K+], [OH-], O. Product: CCOc1ccc(CCn2c3c(c4cc(C)ccc42)CN(C)CC3)cc1. As a reaction SMILES: [Br:18][CH2:19][CH2:20][c:21]1[cH:22][cH:23][c:24]([O:27][CH2:28][CH3:29])[cH:25][cH:26]1.[CH3:1][N:2]1[CH2:3][c:4]2[c:5]([nH:6][c:7]3[cH:8][cH:9][c:10]([CH3:13])[cH:11][c:12]23)[CH2:14][CH2:15]1.[K+:17].[OH-:16].[OH2:30]>>[CH3:1][N:2]1[CH2:3][c:4]2[c:5]([n:6]([CH2:19][CH2:20][c:21]3[cH:22][cH:23][c:24]([O:27][CH2:28][CH3:29])[cH:25][cH:26]3)[c:7]3[cH:8][cH:9][c:10]([CH3:13])[cH:11][c:12]23)[CH2:14][CH2:15]1. Reactants: Cc1cc(-c2cccc(C(F)(F)F)c2)nc(C)c1C(=O)O, [Cl-], C1CCN(C2CCNCC2)C1. The product is Cc1cc(-c2cccc(C(F)(F)F)c2)nc(C)c1C(=O)N1CCC(N2CCCC2)CC1. Reaction SMILES: [CH3:1][c:2]1[c:3]([C:4](=[O:5])[OH:6])[c:7]([CH3:21])[cH:8][c:9](-[c:11]2[cH:12][c:13]([C:17]([F:18])([F:19])[F:20])[cH:14][cH:15][cH:16]2)[n:10]1.[Cl-:22].[N:23]1([CH:28]2[CH2:29][CH2:30][NH:31][CH2:32][CH2:33]2)[CH2:24][CH2:25][CH2:26][CH2:27]1>>[CH3:1][c:2]1[c:3]([C:4](=[O:6])[N:31]2[CH2:30][CH2:29][CH:28]([N:23]3[CH2:24][CH2:25][CH2:26][CH2:27]3)[CH2:33][CH2:32]2)[c:7]([CH3:21])[cH:8][c:9](-[c:11]2[cH:12][c:13]([C:17]([F:18])([F:19])[F:20])[cH:14][cH:15][cH:16]2)[n:10]1. The reactants are NC=1C(=C(C=C(C1)C#N)C1(CN(C1)C(=O)OC(C)(C)C)O)Cl (tert-butyl 3-(3-amino-2-chloro-5-cyanophenyl)-3-hydroxyazetidine-1-carboxylate), ClC1=NN2C(C(=N1)N(CC1=CC=C(C=C1)OC)C1CC1)=NC=C2C#N (2-chloro-4-(cyclopropyl(4-methoxybenzyl)amino)imidazo[2,1-f][1,2,4]triazine-7-carbonitrile), C(=O)([O-])[O-].[Cs+].[Cs+] (Cs2CO3). The reagents and catalysts are C1=CC=C(C=C1)P([C-]2C=CC=C2)C3=CC=CC=C3.C1=CC=C(C=C1)P([C-]2C=CC=C2)C3=CC=CC=C3.[Fe+2] (DPPF), C(C)(=O)[O-].[Pd+2].C(C)(=O)[O-] (palladium(II) acetate). The solvent is O1CCOCC1 (dioxane). Conditions: temperature 100 celsius. Product: ClC1=C(C=C(C=C1NC1=NN2C(C(=N1)N(CC1=CC=C(C=C1)OC)C1CC1)=NC=C2C#N)C#N)C2(CN(C2)C(=O)OC(C)(C)C)O (tert-butyl 3-(2-chloro-5-cyano-3-((7-cyano-4-(cyclopropyl(4-methoxybenzyl)amino)imidazo[2,1-f][1,2,4]triazin-2-yl)amino)phenyl)-3-hydroxyazetidine-1-carboxylate). Isolated yield 54.4%. RXN SMILES: [NH2:1][C:2]1[C:3]([Cl:22])=[C:4]([C:10]2([OH:21])[CH2:13][N:12]([C:14]([O:16][C:17]([CH3:20])([CH3:19])[CH3:18])=[O:15])[CH2:11]2)[CH:5]=[C:6]([C:8]#[N:9])[CH:7]=1.Cl[C:24]1[N:29]=[C:28]([N:30]([CH:40]2[CH2:42][CH2:41]2)[CH2:31][C:32]2[CH:37]=[CH:36][C:35]([O:38][CH3:39])=[CH:34][CH:33]=2)[C:27]2=[N:43][CH:44]=[C:45]([C:46]#[N:47])[N:26]2[N:25]=1.C([O-])([O-])=O.[Cs+].[Cs+]>O1CCOCC1.C1C=CC(P(C2C=CC=CC=2)[C-]2C=CC=C2)=CC=1.C1C=CC(P(C2C=CC=CC=2)[C-]2C=CC=C2)=CC=1.[Fe+2].C([O-])(=O)C.[Pd+2].C([O-])(=O)C>[Cl:22][C:3]1[C:2]([NH:1][C:24]2[N:29]=[C:28]([N:30]([CH:40]3[CH2:42][CH2:41]3)[CH2:31][C:32]3[CH:37]=[CH:36][C:35]([O:38][CH3:39])=[CH:34][CH:33]=3)[C:27]3=[N:43][CH:44]=[C:45]([C:46]#[N:47])[N:26]3[N:25]=2)=[CH:7][C:6]([C:8]#[N:9])=[CH:5][C:4]=1[C:10]1([OH:21])[CH2:13][N:12]([C:14]([O:16][C:17]([CH3:18])([CH3:19])[CH3:20])=[O:15])[CH2:11]1 |f:2.3.4,6.7.8,9.10.11|. Reported procedure: A mixture of tert-butyl 3-(3-amino-2-chloro-5-cyanophenyl)-3-hydroxyazetidine-1-carboxylate (Example 647B) (37.4 mg, 0.116 mmol), 2-chloro-4-(cyclopropyl(4-methoxybenzyl)amino)imidazo[2,1-f][1,2,4]triazine-7-carbonitrile (49.2 mg, 0.139 mmol), DPPF (6.40 mg, 0.012 mmol), Cs2CO3 (75 mg, 0.231 mmol), XANTPIIOS (6.68 mg, 0.012 mmol), and palladium(II) acetate (7.78 mg, 0.035 mmol) in a microwave vial in dioxane (1 mL) was evacuated and backfilled with nitrogen for 3 times, then the mixture was heat... Starting materials: C1(=CC=CC=C1)OC (anisole), FC(C(=O)O)(F)F (trifluoroacetic acid), C1(CCCCC1)C(OP(=O)(CCCCC1=CC=CC=C1)CC(=O)N1CC2(SCCS2)C[C@H]1C(=O)OC(C1=CC=CC=C1)C1=CC=CC=C1)OC(CC)=O ((S)-7-[[[cyclohexyl(1-oxopropoxy)methoxy](4-phenylbutyl)phosphinyl]acetyl]-1,4-dithia-7-azaspiro[4.4]nonane-8-carboxylic acid, benzhydryl ester). The solvent is ClCCl (dichloromethane). Run at time 90 minute. Yields the product C1(CCCCC1)C(OP(=O)(CCCCC1=CC=CC=C1)CC(=O)N1CC2(SCCS2)C[C@H]1C(=O)O)OC(CC)=O ((S)-7-[[[Cyclohexyl(1-oxopropoxy)methoxy](4-phenylbutyl)phosphinyl]acetyl]-1,4-dithia-7-azaspiro[4.4]nonane-8-carboxylic acid). The yield is 158.4%. As a reaction SMILES: [CH:1]1([CH:7]([O:49][C:50](=[O:53])[CH2:51][CH3:52])[O:8][P:9]([CH2:21][C:22]([N:24]2[C@H:32]([C:33]([O:35]C(C3C=CC=CC=3)C3C=CC=CC=3)=[O:34])[CH2:31][C:26]3([S:30][CH2:29][CH2:28][S:27]3)[CH2:25]2)=[O:23])([CH2:11][CH2:12][CH2:13][CH2:14][C:15]2[CH:20]=[CH:19][CH:18]=[CH:17][CH:16]=2)=[O:10])[CH2:6][CH2:5][CH2:4][CH2:3][CH2:2]1.C1(OC)C=CC=CC=1.FC(F)(F)C(O)=O>ClCCl>[CH:1]1([CH:7]([O:49][C:50](=[O:53])[CH2:51][CH3:52])[O:8][P:9]([CH2:21][C:22]([N:24]2[C@H:32]([C:33]([OH:35])=[O:34])[CH2:31][C:26]3([S:27][CH2:28][CH2:29][S:30]3)[CH2:25]2)=[O:23])([CH2:11][CH2:12][CH2:13][CH2:14][C:15]2[CH:20]=[CH:19][CH:18]=[CH:17][CH:16]=2)=[O:10])[CH2:2][CH2:3][CH2:4][CH2:5][CH2:6]1. Reported procedure: A solution of 1.0 g (1.3 mmol) of (S)-7-[[[cyclohexyl(1-oxopropoxy)methoxy](4-phenylbutyl)phosphinyl]acetyl]-1,4-dithia-7-azaspiro[4.4]nonane-8-carboxylic acid, benzhydryl ester in 10 ml of dichloromethane was stirred, cooled in an ice-bath, treated with 0.3 ml of anisole and 1.0 ml of trifluoroacetic acid (dropwise). After 90 minutes, the solvent and bulk of excess of trifluoroacetic acid were removed on a rotary evaporator and the residue was shaken with 50 ml of ethyl acetate and 20 ml of col... Yields the product COc1cnc(-n2cnc(C)n2)c2[nH]cc(C(=O)C(=O)N3CCc4c(cccc4-c4ccccc4)C3)c12. As a reaction SMILES: [Br:1][c:2]1[c:3]2[c:8]([cH:9][cH:10][cH:11]1)[CH2:7][N:6]([C:12]([C:13](=[O:14])[c:15]1[cH:16][nH:17][c:18]3[c:19](-[n:26]4[n:27][c:28]([CH3:31])[n:29][cH:30]4)[n:20][cH:21][c:22]([O:24][CH3:25])[c:23]13)=[O:32])[CH2:5][CH2:4]2.[CH2:48]1[O:49][CH2:50][CH2:51][O:52][CH2:53]1.[K+:42].[K+:43].[O-:44][C:45]([O-:46])=[O:47].[OH2:54].[OH:33][B:34]([OH:35])[c:36]1[cH:37][cH:38][cH:39][cH:40][cH:41]1>>[c:2]1(-[c:36]2[cH:37][cH:38][cH:39][cH:40][cH:41]2)[c:3]2[c:8]([cH:9][cH:10][cH:11]1)[CH2:7][N:6]([C:12]([C:13](=[O:14])[c:15]1[cH:16][nH:17][c:18]3[c:19](-[n:26]4[n:27][c:28]([CH3:31])[n:29][cH:30]4)[n:20][cH:21][c:22]([O:24][CH3:25])[c:23]13)=[O:32])[CH2:5][CH2:4]2. The reactants are COc1cnc(-n2cnc(C)n2)c2[nH]cc(C(=O)C(=O)N3CCc4c(Br)cccc4C3)c12, C1COCCO1, [K+], [K+], O=C([O-])[O-], O, OB(O)c1ccccc1. Reactants: [OH-].[Na+] (Sodium hydroxide), [N+](=O)([O-])C1=CC=C(C(=O)OC[C@@](CN2N=CC(=C2)I)(C)O)C=C1 ((S)-2-hydroxy-3-(4-iodo-1H-pyrazol-1-yl)-2-methylpropyl 4-nitrobenzoate). Run in C(C)#N (acetonitrile). Reaction conditions: time 1 hour. Yields the product IC=1C=NN(C1)C[C@@](CO)(O)C ((S)-3-(4-iodo-1H-pyrazol-1-yl)-2-methylpropane-1,2-diol). As a reaction SMILES: [OH-].[Na+].[N+](C1C=CC(C([O:12][CH2:13][C@:14]([OH:23])([CH3:22])[CH2:15][N:16]2[CH:20]=[C:19]([I:21])[CH:18]=[N:17]2)=O)=CC=1)([O-])=O>C(#N)C>[I:21][C:19]1[CH:18]=[N:17][N:16]([CH2:15][C@:14]([CH3:22])([OH:23])[CH2:13][OH:12])[CH:20]=1 |f:0.1|. Reported procedure: Sodium hydroxide (3 M in water, 3.25 mL, 9.74 mmol) was added to a solution of (S)-2-hydroxy-3-(4-iodo-1H-pyrazol-1-yl)-2-methylpropyl 4-nitrobenzoate (2.80 g, 6.49 mmol) in acetonitrile (40 mL). The mixture was stirred at room temperature for 1 h, then concentrated under reduced pressure, diluted with EtOAc, and washed with hydrochloric acid (1N), water and brine. The organic layers were separated, dried over anhydrous magnesium sulfate and concentrated under reduced pressure. The residue was p...